Dataset: the Open Reaction Database (ORD), a public repository of structured organic reaction records. Task: describe an organic reaction: reactants, conditions, products, and yield Reactants: O=Cc1ccc(Br)s1, C1CCOC1, Sc1ccc(Cl)cc1, [H-], [Na+]. Yields the product O=Cc1ccc(Sc2ccc(Cl)cc2)s1. As a reaction SMILES: [Br:11][c:12]1[cH:13][cH:14][c:15]([CH:17]=[O:18])[s:16]1.[CH2:19]1[O:20][CH2:21][CH2:22][CH2:23]1.[Cl:3][c:4]1[cH:5][cH:6][c:7]([SH:10])[cH:8][cH:9]1.[H-:1].[Na+:2]>>[Cl:3][c:4]1[cH:5][cH:6][c:7]([S:10][c:12]2[cH:13][cH:14][c:15]([CH:17]=[O:18])[s:16]2)[cH:8][cH:9]1. Starting materials: CO (methanol), O (water), ( 200 ), calcium alkylsalicylate, B(O)(O)O (orthoboric acid), C=1(C(=CC=CC1)C)C (xylene), [OH-].[Ca+2].[OH-] (calcium hydroxide). Conditions: temperature 60 celsius. Yields the product B([O-])([O-])[O-].[Ca+2].B([O-])([O-])[O-].[Ca+2].[Ca+2] (calcium borate). Reaction SMILES: [B:1]([OH:4])([OH:3])[OH:2].C1(C)C(C)=CC=CC=1.CO.O.[OH-].[Ca+2:17].[OH-]>>[B:1]([O-:4])([O-:3])[O-:2].[Ca+2:17].[B:1]([O-:4])([O-:3])[O-:2].[Ca+2:17].[Ca+2:17] |f:4.5.6,7.8.9.10.11|. Reported procedure: Two hundred (200) grams of a neutral calcium alkylsalicylate (calcium content; 2.0 wt. %) (A), which had been diluted to an extent of effective concentration of 50% by weight with a lubricating oil fraction, 26 g of calcium hydroxide (B), 43.4 g (2.0 moles per mole of calcium hydroxide) of orthoboric acid (C) and 400 g of xylene (F) were put in a 1000-ml four-necked flask fitted with a condenser and heated to 60° C. while agitating. To this mixture were added 120 g of methanol (D) and 20 g of wa... The reactants are NC[C@H]1N(CCC[C@H]1C)C(=O)C1=NC(=CC=C1N1N=CC=N1)C (((2S,3R)-2-(aminomethyl)-3-methylpiperidin-1-yl)(6-methyl-3-(2H-1,2,3-triazol-2-yl)pyridin-2-yl)methanone), BrC1=NC=C(C=C1)C (2-bromo-5-methylpyridine). Yields the product C[C@H]1[C@H](N(CCC1)C(=O)C1=NC(=CC=C1N1N=CC=N1)C)CNC1=NC=C(C=C1)C (((2S,3R)-3-Methyl-2-(((5-methylpyridin-2-yl)amino)methyl)piperidin-1-yl)(6-methyl-3-(2H-1,2,3-triazol-2-yl)pyridin-2-yl)methanone). Reaction SMILES: [NH2:1][CH2:2][C@@H:3]1[C@H:8]([CH3:9])[CH2:7][CH2:6][CH2:5][N:4]1[C:10]([C:12]1[C:17]([N:18]2[N:22]=[CH:21][CH:20]=[N:19]2)=[CH:16][CH:15]=[C:14]([CH3:23])[N:13]=1)=[O:11].Br[C:25]1[CH:30]=[CH:29][C:28]([CH3:31])=[CH:27][N:26]=1>>[CH3:9][C@@H:8]1[CH2:7][CH2:6][CH2:5][N:4]([C:10]([C:12]2[C:17]([N:18]3[N:22]=[CH:21][CH:20]=[N:19]3)=[CH:16][CH:15]=[C:14]([CH3:23])[N:13]=2)=[O:11])[C@@H:3]1[CH2:2][NH:1][C:25]1[CH:30]=[CH:29][C:28]([CH3:31])=[CH:27][N:26]=1. Procedure details: The title compound was prepared following the same general protocol as described for Example A44 using ((2S,3R)-2-(aminomethyl)-3-methylpiperidin-1-yl)(6-methyl-3-(2H-1,2,3-triazol-2-yl)pyridin-2-yl)methanone and 2-bromo-5-methylpyridine. ESI-MS (m/z): 406 [M+1]+.